From a dataset of the Open Reaction Database (ORD), a public repository of structured organic reaction records. describe an organic reaction: reactants, conditions, products, and yield Starting materials: O1CCC(CC1)C(=O)OC (Methyl tetrahydro-2H-pyran-4-carboxylate), CN (methylamine), Cl.CN (methylamine hydrochloride), [OH-].[Na+] (sodium hydroxide). Run in C1CCOC1 (THF). Conditions: temperature 110 celsius. Yields the product CNCC1CCOCC1 (N-methyl-N-tetrahydro-2H-pyran-4-ylmethylamine). Reaction SMILES: [O:1]1[CH2:6][CH2:5][CH:4]([C:7](OC)=O)[CH2:3][CH2:2]1.[CH3:11][NH2:12].Cl.CN.[OH-].[Na+]>C1COCC1>[CH3:11][NH:12][CH2:7][CH:4]1[CH2:5][CH2:6][O:1][CH2:2][CH2:3]1 |f:2.3,4.5|. Procedure: Methyl tetrahydro-2H-pyran-4-carboxylate (5 ml, 40.0 mmol) was added to a solution of methylamine (generated by heating a mixture of methylamine hydrochloride and sodium hydroxide pellets) in THF (30 ml) and the mixture heated at 110° C. in a bomb reactor overnight. The solvents were evaporated, the residue dissolved in THF (100 ml), and LiAH4 (4.6 g, 121 mmol) added, and the mixture heated at 70° C. for 1 h. The mixture was cooled to 0° C., concentrated NaOH solution added and the THF evaporate... Reactants: FC=1C=C(C=C(C1)F)B(O)O (3,5-difluorophenyl-boronic acid), BrC=1C=C(N)C=CC1 (3-bromoaniline), C(=O)([O-])[O-].[Na+].[Na+] (Na2CO3). The reagents and catalysts are C=1C=CC(=CC1)[P](C=2C=CC=CC2)(C=3C=CC=CC3)[Pd]([P](C=4C=CC=CC4)(C=5C=CC=CC5)C=6C=CC=CC6)([P](C=7C=CC=CC7)(C=8C=CC=CC8)C=9C=CC=CC9)[P](C=1C=CC=CC1)(C=1C=CC=CC1)C=1C=CC=CC1 (Pd(PPh3)4). Run in COCCOC (DME). Product: FC=1C=C(C=C(C1)F)C1=CC(=CC=C1)N (3′,5′-difluoro-biphenyl-3-ylamine). Reaction SMILES: [F:1][C:2]1[CH:3]=[C:4](B(O)O)[CH:5]=[C:6]([F:8])[CH:7]=1.Br[C:13]1[CH:14]=[C:15]([CH:17]=[CH:18][CH:19]=1)[NH2:16].C([O-])([O-])=O.[Na+].[Na+]>COCCOC.C1C=CC([P]([Pd]([P](C2C=CC=CC=2)(C2C=CC=CC=2)C2C=CC=CC=2)([P](C2C=CC=CC=2)(C2C=CC=CC=2)C2C=CC=CC=2)[P](C2C=CC=CC=2)(C2C=CC=CC=2)C2C=CC=CC=2)(C2C=CC=CC=2)C2C=CC=CC=2)=CC=1>[F:1][C:2]1[CH:3]=[C:4]([C:13]2[CH:19]=[CH:18][CH:17]=[C:15]([NH2:16])[CH:14]=2)[CH:5]=[C:6]([F:8])[CH:7]=1 |f:2.3.4,^1:35,37,56,75|. Reported procedure: 3,5-difluorophenyl-boronic acid (0.138 g, 0.872 mmol) and 3-bromoaniline (0.063 mL, 0.581 mmol) were combined in DME (3 mL) in a flame-dried, round-bottom flask. Na2CO3 (2M, 0.610 mL, 1.22 mmol) and Pd(PPh3)4 (0.02 g, 0.017 mmol) were added to the stirred solution. The reaction was refluxed overnight under argon flow, and subsequently cooled to room temperature. The solvent was removed under vacuum and the resulting residue was resuspended in DMSO. The crude product was purified on a Parallex Fl... The reactants are COC(C)(C)C, Cl, COc1cccc(F)c1C#N, O, c1cc[nH+]cc1. Product: N#Cc1c(O)cccc1F. As a reaction SMILES: [C:20]([O:21][CH3:22])([CH3:23])([CH3:24])[CH3:25].[ClH:12].[F:1][c:2]1[c:3]([C:4]#[N:5])[c:6]([O:10][CH3:11])[cH:7][cH:8][cH:9]1.[OH2:19].[nH+:13]1[cH:14][cH:15][cH:16][cH:17][cH:18]1>>[F:1][c:2]1[c:3]([C:4]#[N:5])[c:6]([OH:10])[cH:7][cH:8][cH:9]1. Reactants: CN1CCCC1=O (NMP), CN1CCCN(C1=O)C (DMPU), C1=CC(=C(C2=C1NC=C2O[C@H]3[C@@H]([C@H]([C@H]([C@H](O3)CO)O)O)O)Cl)Br (X-gal), CN1CCCC1=O (NMP), CN1CCCN(C1=O)C (DMPU). The solvent is CO (methanol). The product is CN1CCCC1=O.CO (NMP Methanol). RXN SMILES: [CH3:1][N:2]1[C:6](=[O:7])[CH2:5][CH2:4][CH2:3]1.CN1[C:14](=[O:15])N(C)CCC1.C1C2NC=C(O[C@@H]3O[C@H](CO)[C@H](O)[C@H](O)[C@H]3O)C=2C(Cl)=C(Br)C=1>CO>[CH3:1][N:2]1[C:6](=[O:7])[CH2:5][CH2:4][CH2:3]1.[CH3:14][OH:15] |f:4.5|. Reported procedure: Add 7 ml of either NMP or DMPU to 1 gram of X-gal and stir until dissolved. Bring to 10 ml with NMP or DMPU (whichever is already used). Add 90 ml of methanol and mix thoroughly. Starting materials: Nc1ccc(-c2nc3c(c(N4CCOCC4)n2)CN(Cc2ccccc2)CC3)cc1, C1COCCO1, Cn1c(=O)cc(Cl)[nH]c1=O. Product: Cn1c(=O)cc(Nc2ccc(-c3nc4c(c(N5CCOCC5)n3)CN(Cc3ccccc3)CC4)cc2)[nH]c1=O. Reaction SMILES: [CH2:1]([c:2]1[cH:3][cH:4][cH:5][cH:6][cH:7]1)[N:8]1[CH2:9][c:10]2[c:11]([n:12][c:13](-[c:22]3[cH:23][cH:24][c:25]([NH2:26])[cH:27][cH:28]3)[n:14][c:15]2[N:16]2[CH2:17][CH2:18][O:19][CH2:20][CH2:21]2)[CH2:29][CH2:30]1.[CH2:41]1[O:42][CH2:43][CH2:44][O:45][CH2:46]1.[Cl:31][c:32]1[cH:33][c:34](=[O:40])[n:35]([CH3:39])[c:36](=[O:38])[nH:37]1>>[CH2:1]([c:2]1[cH:3][cH:4][cH:5][cH:6][cH:7]1)[N:8]1[CH2:9][c:10]2[c:11]([n:12][c:13](-[c:22]3[cH:23][cH:24][c:25]([NH:26][c:32]4[cH:33][c:34](=[O:40])[n:35]([CH3:39])[c:36](=[O:38])[nH:37]4)[cH:27][cH:28]3)[n:14][c:15]2[N:16]2[CH2:17][CH2:18][O:19][CH2:20][CH2:21]2)[CH2:29][CH2:30]1. Starting materials: NC(=C(C(=O)OCC)Cl)CCC (ethyl 3-amino-2-chloro-2-hexenoate), C(=O)N (formamide), C[O-].[Na+] (sodium methylate). The solvent is CO (methanol). The product is ClC=1C(=NC=NC1CCC)O (5-Chloro-4-hydroxy-6-propylpyrimidine). Reaction SMILES: [NH2:1][C:2]([CH2:10][CH2:11][CH3:12])=[C:3]([Cl:9])[C:4](OCC)=[O:5].[CH:13]([NH2:15])=O.C[O-].[Na+]>CO>[Cl:9][C:3]1[C:4]([OH:5])=[N:15][CH:13]=[N:1][C:2]=1[CH2:10][CH2:11][CH3:12] |f:2.3|. Procedure details: 58.1 g (0.30 mol) of ethyl 3-amino-2-chloro-2-hexenoate are reacted with 47.7 g (1.1 mol) of formamide and 140 ml of sodium methylate solution in 175 ml of methanol and worked up in analogy to Example 9 (reaction time 6 h). Yield: 42.2 g (81.5%) The reactants are [H][H] (hydrogen), [H][H] (hydrogen), C(C)(=O)C1=CC=CC=C1 (acetophenone). Reagents/catalysts: catalyst. Solvent: C1CCCCC1 (cylcohexane). Conditions: temperature 120 celsius, time 60 minute. Product: C1(=CC=CC=C1)C(C)O (1-phenylethanol), C(C)C1=CC=CC=C1 (ethylbenzene). The yield is 19.0%. RXN SMILES: [C:1]([C:4]1[CH:9]=[CH:8][CH:7]=[CH:6][CH:5]=1)(=[O:3])[CH3:2].[H][H]>C1CCCCC1>[C:4]1([CH:1]([OH:3])[CH3:2])[CH:9]=[CH:8][CH:7]=[CH:6][CH:5]=1.[CH2:1]([C:4]1[CH:9]=[CH:8][CH:7]=[CH:6][CH:5]=1)[CH3:2]. Procedure: For Example E15 according to the present invention, the above-described 300 ml autoclave provided with a metal basket fastened to the lid of the autoclave, as used in Example E6 to E12, was employed; in the present example, the metal basket was used for accommodating 9.2 g of the catalyst IC11 (wire mesh rings). In its center, the basket had a cylindrical opening for the shaft of the stirrer, so that the catalyst was supplied uniformly with liquid and gas. The autoclave was charged with 200 ml o... The reactants are ClC=1C=C(C=CC1S(=O)(=O)C)C1=C(C=CC(=C1)Cl)OCC(=O)OC(C)(C)C (1,1-Dimethylethyl [[3′,5-dichloro-4′-(methylsulfonyl)[1,1′-biphenyl]-2-yl]oxy]acetate). Run in C(=O)(C(F)(F)F)O (TFA). The product is ClC=1C=C(C=CC1S(=O)C)C1=C(C=CC(=C1)Cl)OCC(=O)O ([[3′,5-Dichloro-4′-(methylsulfinyl)[1,1′-biphenyl]-2-yl]oxy]acetic acid). RXN SMILES: [Cl:1][C:2]1[CH:3]=[C:4]([C:12]2[CH:17]=[C:16]([Cl:18])[CH:15]=[CH:14][C:13]=2[O:19][CH2:20][C:21]([O:23]C(C)(C)C)=[O:22])[CH:5]=[CH:6][C:7]=1[S:8]([CH3:11])(=O)=[O:9]>C(O)(C(F)(F)F)=O>[Cl:1][C:2]1[CH:3]=[C:4]([C:12]2[CH:17]=[C:16]([Cl:18])[CH:15]=[CH:14][C:13]=2[O:19][CH2:20][C:21]([OH:23])=[O:22])[CH:5]=[CH:6][C:7]=1[S:8]([CH3:11])=[O:9]. Procedure details: A solution of the more polar product from Example 2 step d) (35 mg) in TFA (2 ml) was stirred for 24 h. The solvent was removed in vacuo, the mixture was azeotroped with toluene and purified by chromatography (silica, CH2Cl2-MeOH—AcOH as eluent) to give the title compound (22 mg) as a white solid. Starting materials: BrC1=C(C=C2C(=CC=NC2=C1)O)F (7-bromo-6-fluoroquinolin-4-ol), C(C)#N (acetonitrile), P(=O)(Cl)(Cl)Cl (Phosphoryl trichloride). Run in C(C)(=O)OCC (ethyl acetate). Reaction conditions: temperature 90 celsius, time 2 hour. The product is BrC1=C(C=C2C(=CC=NC2=C1)Cl)F (7-bromo-4-chloro-6-fluoroquinoline). Isolated yield 28.5%. As a reaction SMILES: [Br:1][C:2]1[CH:11]=[C:10]2[C:5]([C:6](O)=[CH:7][CH:8]=[N:9]2)=[CH:4][C:3]=1[F:13].C(#N)C.P(Cl)(Cl)([Cl:19])=O>C(OCC)(=O)C>[Br:1][C:2]1[CH:11]=[C:10]2[C:5]([C:6]([Cl:19])=[CH:7][CH:8]=[N:9]2)=[CH:4][C:3]=1[F:13]. Reported procedure: A vial was charged with 7-bromo-6-fluoroquinolin-4-ol (0.460 g, 1.900 mmol) and acetonitrile (9.50 ml). Phosphoryl trichloride (0.354 ml, 3.80 mmol) was then added, and the reaction was stirred for 2 h at 90° C. The reaction was diluted with ethyl acetate and washed with water. The aqueous was extracted once more with ethyl acetate, and the combined organics were dried over sodium sulfate, filtered and concentrated in vacuo. The material was then purified via silica gel chromatography eluting wi... Reactants: C(CCC)OC1=NC(=C2N=C(N(C2=N1)CCCNCC1OCCC1)OC)N (2-(Butyloxy)-8-(methyloxy)-9-{3-[(tetrahydro-2-furanylmethyl)amino]propyl}-9H-purin-6-amine), FC(C(=O)O)(F)F.C[C@@H](CCC)OC=1NC(=C2N=C(N=C2N1)OC)N (2-{[(1S)-1-methylbutyl]oxy}-8-(methyloxy)-1H-purin-6-amine trifluoroacetate), BrCCCBr (1,3-dibromopropane), O1C(CCC1)CCN ([2-(tetrahydro-2-furanyl)ethyl]amine). The product is C[C@@H](CCC)OC1=NC(=C2N=C(N(C2=N1)CCCNCCC1OCCC1)OC)N (2-{[(1S)-1-Methylbutyl]oxy}-8-(methyloxy)-9-(3-{[2-(tetrahydro-2-furanyl)ethyl]amino}propyl)-9H-purin-6-amine). Reaction SMILES: [CH2:1]([O:5][C:6]1[N:14]=[C:13]2[C:9]([N:10]=[C:11]([O:25][CH3:26])[N:12]2[CH2:15][CH2:16][CH2:17][NH:18][CH2:19][CH:20]2[CH2:24][CH2:23][CH2:22]O2)=[C:8]([NH2:27])[N:7]=1)[CH2:2][CH2:3][CH3:4].FC(F)(F)[C:30](O)=[O:31].[CH3:35][C@H](OC1NC(N)=C2C(N=1)=NC(OC)=N2)CCC.BrCCCBr.O1CCCC1CCN>>[CH3:35][C@H:1]([O:5][C:6]1[N:14]=[C:13]2[C:9]([N:10]=[C:11]([O:25][CH3:26])[N:12]2[CH2:15][CH2:16][CH2:17][NH:18][CH2:19][CH2:20][CH:24]2[CH2:23][CH2:22][CH2:30][O:31]2)=[C:8]([NH2:27])[N:7]=1)[CH2:2][CH2:3][CH3:4] |f:1.2|. Procedure: Prepared similarly to Intermediate 15 from 2-{[(1S)-1-methylbutyl]oxy}-8-(methyloxy)-1H-purin-6-amine trifluoroacetate, 1,3-dibromopropane, and [2-(tetrahydro-2-furanyl)ethyl]amine.